Dataset: the Open Reaction Database (ORD), a public repository of structured organic reaction records. Task: describe an organic reaction: reactants, conditions, products, and yield The reactants are BrCC1=CC=C(C=C1)N1N=C(C(=N1)C)C(=O)OCC (2-(p-bromomethyl-phenyl)-4-methyl-5-carboethoxy-2H-1,2,3-triazole), 21, P(OCC)(OCC)OCC (triethyl phosphite), C(C)Br (ethyl bromide). Run at time 3 hour. The product is C(C)OP(=O)(OCC)CC1=CC=C(C=C1)N1N=C(C(=N1)C)C(=O)OCC (2-(p-Diethylphosphonomethyl-phenyl)-4-methyl-5-carboethoxy-2H-1,2,3-triazole). Reaction SMILES: Br[CH2:2][C:3]1[CH:8]=[CH:7][C:6]([N:9]2[N:13]=[C:12]([CH3:14])[C:11]([C:15]([O:17][CH2:18][CH3:19])=[O:16])=[N:10]2)=[CH:5][CH:4]=1.C(Br)C.[P:23]([O:30]CC)([O:27][CH2:28][CH3:29])[O:24][CH2:25][CH3:26]>>[CH2:25]([O:24][P:23]([CH2:2][C:3]1[CH:8]=[CH:7][C:6]([N:9]2[N:13]=[C:12]([CH3:14])[C:11]([C:15]([O:17][CH2:18][CH3:19])=[O:16])=[N:10]2)=[CH:5][CH:4]=1)([O:27][CH2:28][CH3:29])=[O:30])[CH3:26]. Reported procedure: 155.6 g of 2-(p-bromomethyl-phenyl)-4-methyl-5-carboethoxy-2H-1,2,3-triazole in 430 ml of triethyl phosphite are heated to 150° C. in the course of 21/2 hours and the mixture is kept at this temperature for 3 hours, with stirring, ethyl bromide distilling off. The reaction mixture is evaporated under a waterpump vacuum. The residual dark viscous oil is dissolved in 300 ml of methylene chloride and, after the addition of bleaching earth, the solution is filtered to give a clear filtrate and 300 m... Starting materials: Cc1ccccc1, CCOCC, CC(C)CCCC(C)CCCC(C)C=O, [Na+], [OH-]. Product: CC(C)CCCC(C)CCCC(C)CO. Reaction SMILES: [CH3:1][c:2]1[cH:3][cH:4][cH:5][cH:6][cH:7]1.[CH3:25][CH2:26][O:27][CH2:28][CH3:29].[CH3:8][CH:9]([CH:10]=[O:11])[CH2:12][CH2:13][CH2:14][CH:15]([CH2:16][CH2:17][CH2:18][CH:19]([CH3:20])[CH3:21])[CH3:22].[Na+:24].[OH-:23]>>[CH3:8][CH:9]([CH2:10][OH:11])[CH2:12][CH2:13][CH2:14][CH:15]([CH2:16][CH2:17][CH2:18][CH:19]([CH3:20])[CH3:21])[CH3:22].